describe an organic reaction: reactants, conditions, products, and yield From a dataset of the Open Reaction Database (ORD), a public repository of structured organic reaction records. Isolated yield 6.8%. Starting materials: Cl.C(C)NC(=O)NC1=C(C=C(C=C1)C=1N=C(C2=C(N1)CNC2)N2[C@H](COCC2)C)F ((S)-1-ethyl-3-(2-fluoro-4-(4-(3-methylmorpholino)-6,7-dihydro-5H-pyrrolo[3,4-d]pyrimidin-2-yl)phenyl)urea hydrochloride), Cl.C(C)NC(=O)NC1=C(C=C(C=C1)C=1N=C(C2=C(N1)CNC2)N2[C@H](COCC2)C)F ((S)-1-ethyl-3-(2-fluoro-4-(4-(3-methylmorpholino)-6,7-dihydro-5H-pyrrolo[3,4-d]pyrimidin-2-yl)phenyl)urea hydrochloride), CN1CCOCC1 (N-methylmorpholine), C(CCl)Cl (EDC), C=1C=CC2=C(C1)N=NN2O (HOBT), C(C)(=O)N1CCC(CC1)C(=O)O (1-acetylpiperidine-4-carboxylic acid). Solvent: CN(C)C=O (DMF). The product is C(C)(=O)N1CCC(CC1)C(=O)N1CC=2N=C(N=C(C2C1)N1[C@H](COCC1)C)C1=CC(=C(C=C1)NC(=O)NCC)F ((S)-1-(4-(6-(1-acetylpiperidine-4-carbonyl)-4-(3-methylmorpholino)-6,7-dihydro-5H-pyrrolo[3,4-d]pyrimidin-2-yl)-2-fluorophenyl)-3-ethylurea). Reported procedure: A stirred solution of (S)-1-ethyl-3-(2-fluoro-4-(4-(3-methylmorpholino)-6,7-dihydro-5H-pyrrolo[3,4-d]pyrimidin-2-yl)phenyl)urea (intermediate 18) (133 mg, 0.25 mmol) and N-methylmorpholine (55 μL, 0.5 mmol) in DMF (5 mL, anhydrous) was added EDC (53 mg, 0.275 mmol), HOBT (37 mg, 0.275 mmol), and 1-acetylpiperidine-4-carboxylic acid (43 mg, 0.25 mmol). The reaction mixture was stirred at room temperature until analysis by LCMS deemed reaction complete. Solvent was then removed in vacuo. Purified ... As a reaction SMILES: Cl.[CH2:2]([NH:4][C:5]([NH:7][C:8]1[CH:13]=[CH:12][C:11]([C:14]2[N:15]=[C:16]([N:23]3[CH2:28][CH2:27][O:26][CH2:25][C@@H:24]3[CH3:29])[C:17]3[CH2:22][NH:21][CH2:20][C:18]=3[N:19]=2)=[CH:10][C:9]=1[F:30])=[O:6])[CH3:3].CN1CCOCC1.C(Cl)CCl.C1C=CC2N(O)N=NC=2C=1.[C:52]([N:55]1[CH2:60][CH2:59][CH:58]([C:61](O)=[O:62])[CH2:57][CH2:56]1)(=[O:54])[CH3:53]>CN(C=O)C>[C:52]([N:55]1[CH2:56][CH2:57][CH:58]([C:61]([N:21]2[CH2:22][C:17]3[C:16]([N:23]4[CH2:28][CH2:27][O:26][CH2:25][C@@H:24]4[CH3:29])=[N:15][C:14]([C:11]4[CH:12]=[CH:13][C:8]([NH:7][C:5]([NH:4][CH2:2][CH3:3])=[O:6])=[C:9]([F:30])[CH:10]=4)=[N:19][C:18]=3[CH2:20]2)=[O:62])[CH2:59][CH2:60]1)(=[O:54])[CH3:53] |f:0.1|. Starting materials: OC1=CC=2C[C@H]([C@H]3[C@@H]4CC[C@@H]([C@@]4(C)CC[C@@H]3C2C=C1)O)CCCCCCCCC(=O)NC (9-(3,17β-dihydroxyoestra-1,3,5(10)-trien-7α-yl)-N-methyl-nonanamide), B (borane), Cl (hydrochloric acid). Run in O1CCCC1 (tetrahydrofuran). Yields the product CNCCCCCCCCC[C@H]1[C@H]2[C@@H]3CC[C@@H]([C@@]3(C)CC[C@@H]2C=2C=CC(=CC2C1)O)O (7α-(9-methylaminononyl)oestra-1,3,5(10)-triene-3,17β-diol). RXN SMILES: [OH:1][C:2]1[CH:19]=[CH:18][C:17]2[C@@H:16]3[C@H:7]([C@H:8]4[C@@:12]([CH2:14][CH2:15]3)([CH3:13])[C@@H:11]([OH:20])[CH2:10][CH2:9]4)[C@H:6]([CH2:21][CH2:22][CH2:23][CH2:24][CH2:25][CH2:26][CH2:27][CH2:28][C:29]([NH:31][CH3:32])=O)[CH2:5][C:4]=2[CH:3]=1.B.Cl>O1CCCC1>[CH3:32][NH:31][CH2:29][CH2:28][CH2:27][CH2:26][CH2:25][CH2:24][CH2:23][CH2:22][CH2:21][C@@H:6]1[CH2:5][C:4]2[CH:3]=[C:2]([OH:1])[CH:19]=[CH:18][C:17]=2[C@@H:16]2[C@@H:7]1[C@H:8]1[C@@:12]([CH2:14][CH2:15]2)([CH3:13])[C@@H:11]([OH:20])[CH2:10][CH2:9]1. Procedure details: A mixture of 9-(3,17β-dihydroxyoestra-1,3,5(10)-trien-7α-yl)-N-methylnonanamide (Example 27; 0.047 g.) and a molar solution of borane in tetrahydrofuran (5 ml.) was heated under reflux for 2 hours, cooled and concentrated aqueous hydrochloric acid (2 ml.) was added. The tetrahydrofuran was removed by evaporation and the residue was basified with aqueous 5N-sodium hydroxide solution and extracted three times with ethyl acetate (10 ml. each time). The combined extracts were washed with water (2 ml... Starting materials: ClC1=CC(=CC=2B(OC(C21)CC(=O)OCC)O)O (ethyl 2-(4-chloro-1,6-dihydroxy-1,3-dihydrobenzo[c][1,2]oxaborol-3-yl)acetate), [H-].[Na+] (NaH), CS(=O)(=O)Cl (MsCl). The solvent is CN(C)C=O (DMF). Conditions: time 20 minute. Product: ClC1=CC(=CC=2B(OC(C21)CC(=O)OCC)O)OS(=O)(=O)C (Ethyl 2-(4-chloro-1-hydroxy-6-(methylsulfonyloxy)-1,3-dihydrobenzo[c][1,2]oxaborol-3-yl)acetate). Reaction SMILES: [Cl:1][C:2]1[C:10]2[CH:9]([CH2:11][C:12]([O:14][CH2:15][CH3:16])=[O:13])[O:8][B:7]([OH:17])[C:6]=2[CH:5]=[C:4]([OH:18])[CH:3]=1.[H-].[Na+].[CH3:21][S:22](Cl)(=[O:24])=[O:23]>CN(C=O)C>[Cl:1][C:2]1[C:10]2[CH:9]([CH2:11][C:12]([O:14][CH2:15][CH3:16])=[O:13])[O:8][B:7]([OH:17])[C:6]=2[CH:5]=[C:4]([O:18][S:22]([CH3:21])(=[O:24])=[O:23])[CH:3]=1 |f:1.2|. Procedure: To a solution of ethyl 2-(4-chloro-1,6-dihydroxy-1,3-dihydrobenzo[c][1,2]oxaborol-3-yl)acetate (60 mg, 0.22 mmol) in DMF (3 mL) was slowly added NaH (27 mg, 0.66 mmol) at 0° C. The reaction mixture was stirred for 20 min and MsCl (29 mg, 0.27 mmol) was added. The reaction mixture was stirred overnight at room temperature and quenched with ice water. The resulting mixture was extracted with EtOAc (2×15 mL) and the combined organic layers were dried over anhydrous Na2SO4 and concentrated in vacuo.... Reactants: Cl (HCl), S1N=C(C=N1)OC[C@H]1CN(C(O1)=O)C1=CC(=C(C=C1)C1=CCN(CC1)C(=O)[C@H]1OC(OC1)(C)C)F (5(R)-(1,2,5-thiadiazol-3-yloxymethyl)-3-(3-fluoro4-(1-(2,2-dimethyl-1,3-dioxolan-4(S)-ylcarbonyl)-1,2,5,6-tetrahydropyrid-4-yl)phenyl)oxazolidin-2-one). Solvent: C1CCOC1 (THF). Run at time 2 day. Yields the product S1N=C(C=N1)OC[C@H]1CN(C(O1)=O)C1=CC(=C(C=C1)C1=CCN(CC1)C([C@H](CO)O)=O)F (5(R)-1,2,5-Thiadiazol-3-yloxymethyl-3-(3-fluoro4-(1-(2(S),3-dihydroxypropanoyl)-1,2,5,6-tetrahydropyrid-4-yl)phenyl)oxazolidin-2-one). The yield is 24.9%. RXN SMILES: Cl.[S:2]1[N:6]=[CH:5][C:4]([O:7][CH2:8][C@@H:9]2[O:13][C:12](=[O:14])[N:11]([C:15]3[CH:20]=[CH:19][C:18]([C:21]4[CH2:26][CH2:25][N:24]([C:27]([C@@H:29]5[CH2:33][O:32]C(C)(C)[O:30]5)=[O:28])[CH2:23][CH:22]=4)=[C:17]([F:36])[CH:16]=3)[CH2:10]2)=[N:3]1>C1COCC1>[S:2]1[N:6]=[CH:5][C:4]([O:7][CH2:8][C@@H:9]2[O:13][C:12](=[O:14])[N:11]([C:15]3[CH:20]=[CH:19][C:18]([C:21]4[CH2:26][CH2:25][N:24]([C:27](=[O:28])[C@@H:29]([OH:30])[CH2:33][OH:32])[CH2:23][CH:22]=4)=[C:17]([F:36])[CH:16]=3)[CH2:10]2)=[N:3]1. Procedure details: 1N aqueous HCl (1 ml) was added to a solution of 5(R)-(1,2,5-thiadiazol-3-yloxymethyl)-3-(3-fluoro4-(1-(2,2-dimethyl-1,3-dioxolan-4(S)-ylcarbonyl)-1,2,5,6-tetrahydropyrid-4-yl)phenyl)oxazolidin-2-one (0.154 g, 0.32 mmol) in THF (3 ml) and the solution kept for two days. The solution was evaporated and the residue azeotroped twice with ethanol. The residue was purified by chromatography on a BondElut silica column, eluting first with dichloromethane and then 2% MeOH/dichloromethane to give the ti...